describe an organic reaction: reactants, conditions, products, and yield From a dataset of the Open Reaction Database (ORD), a public repository of structured organic reaction records. The reactants are CC(C)(C)OC(=O)N1CCNCC1, O=C([O-])[O-], CS(C)=O, N#Cc1ccc(F)cc1F, [K+], [K+], O. The product is CC(C)(C)OC(=O)N1CCN(c2ccc(C#N)c(F)c2)CC1. Reaction SMILES: [C:11]([CH3:12])([CH3:13])([CH3:14])[O:15][C:16](=[O:17])[N:18]1[CH2:19][CH2:20][NH:21][CH2:22][CH2:23]1.[C:24](=[O:25])([O-:26])[O-:27].[CH3:31][S:32]([CH3:33])=[O:34].[F:1][c:2]1[c:3]([C:4]#[N:5])[cH:6][cH:7][c:8]([F:10])[cH:9]1.[K+:28].[K+:29].[OH2:30]>>[F:1][c:2]1[c:3]([C:4]#[N:5])[cH:6][cH:7][c:8]([N:21]2[CH2:20][CH2:19][N:18]([C:16]([O:15][C:11]([CH3:12])([CH3:13])[CH3:14])=[O:17])[CH2:23][CH2:22]2)[cH:9]1. Reactants: FC1=CC=C(C=C1)[N+](=O)[O-] (4-Fluoronitrobenzene), CS(=O)C (DMSO), [H-].[Na+] (NaH), C(C)(C)NCCO (2-isopropylaminoethanol), CS(=O)C (DMSO). Run in ClCCl (dichloromethane). Reaction conditions: temperature 7 celsius. Yields the product C(C)(C)NCCOC1=CC=C(C=C1)[N+](=O)[O-] (Isopropyl-[2-(4-nitrophenoxy)ethyl]amine). RXN SMILES: CS(C)=O.[H-].[Na+].[CH:7]([NH:10][CH2:11][CH2:12][OH:13])([CH3:9])[CH3:8].F[C:15]1[CH:20]=[CH:19][C:18]([N+:21]([O-:23])=[O:22])=[CH:17][CH:16]=1>ClCCl>[CH:7]([NH:10][CH2:11][CH2:12][O:13][C:15]1[CH:20]=[CH:19][C:18]([N+:21]([O-:23])=[O:22])=[CH:17][CH:16]=1)([CH3:9])[CH3:8] |f:1.2|. Procedure details: Deprotonation of DMSO (anhydrous, 5 mL) was effected with NaH (0.40 g, 60 wt % in mineral oil, 10 mmol) over 30 min at 40° C. with stirring under a nitrogen atmosphere. When 2-isopropylaminoethanol (1.15 mL, 10 mmol) was added to the solution of the DMSO anion at room temperature, some effervescence occurred. 4-Fluoronitrobenzene (1.06 mL, 10 mmol) was added after 10 min and the dark red solution was then stirred at room temperature for further 20 min. The reaction was diluted with dichlorometha... Starting materials: 543.1, CN(CCN1CCNCC1)C (N,N-dimethyl-2-(piperazin-1-yl)ethanamine), COC(C1=CC(=CC=C1)CBr)=O (3-bromomethyl-benzoic acid methyl ester), ClC1=CC=C(C=C1)[C@H]1C[C@]12C(NC1=CC=CC=C21)=O ((1S,2R)-2-(4-chlorophenyl)spiro[cyclopropane-1,3′-indolin]-2′-one). The product is ClC1=CC=C(C=C1)[C@H]1C[C@]12C(N(C1=CC=CC=C21)CC2=CC(=CC=C2)C(=O)N2CCN(CC2)CCN(C)C)=O ((1S,2R)-2-(4-chlorophenyl)-1′-(3-(4-(2-(dimethylamino)ethyl)piperazine-1-carbonyl)benzyl)spiro[cyclopropane-1,3′-indolin]-2′-one). As a reaction SMILES: [CH3:1][N:2]([CH3:11])[CH2:3][CH2:4][N:5]1[CH2:10][CH2:9][NH:8][CH2:7][CH2:6]1.CO[C:14](=[O:23])[C:15]1[CH:20]=[CH:19][CH:18]=[C:17]([CH2:21]Br)[CH:16]=1.[Cl:24][C:25]1[CH:30]=[CH:29][C:28]([C@@H:31]2[C@:33]3([C:41]4[C:36](=[CH:37][CH:38]=[CH:39][CH:40]=4)[NH:35][C:34]3=[O:42])[CH2:32]2)=[CH:27][CH:26]=1>>[Cl:24][C:25]1[CH:26]=[CH:27][C:28]([C@@H:31]2[C@:33]3([C:41]4[C:36](=[CH:37][CH:38]=[CH:39][CH:40]=4)[N:35]([CH2:21][C:17]4[CH:18]=[CH:19][CH:20]=[C:15]([C:14]([N:8]5[CH2:9][CH2:10][N:5]([CH2:4][CH2:3][N:2]([CH3:11])[CH3:1])[CH2:6][CH2:7]5)=[O:23])[CH:16]=4)[C:34]3=[O:42])[CH2:32]2)=[CH:29][CH:30]=1. Reported procedure: The title compound was prepared in analogy to Example 60 starting from N,N-dimethyl-2-(piperazin-1-yl)ethanamine, 3-bromomethyl-benzoic acid methyl ester (commercially available), (1R,2S) and (1S,2R)-2-(4-chlorophenyl)spiro[cyclopropane-1,3′-indolin]-2′-one prepared as in Scheme 1. LC/MS m/e calcd. for C32H35ClN4O2: 542, observed (M+H)+: 543.1 1H NMR (400 MHz, CDCl3) δppm 2.04 (dd, J=7.96, 4.67 Hz, 1 H) 2.28 (dd, J=8.97, 4.67 Hz, 1H) 2.93 (s, 6 H) 3.18 (br. s., 4 H) 3.34 (t, J=8.59 Hz, 1 H) 3.62... Reactants: Cc1ccccc1C, NC1CC1, Cc1ccnc(Cl)c1NC(=O)c1cccnc1Cl, [Na+], [Na+], [Na+], O, O, O, O, O, O, O, O, O, O, O, O, O=P([O-])([O-])[O-]. Yields the product Cc1ccnc(Cl)c1NC(=O)c1cccnc1NC1CC1. RXN SMILES: [CH3:43][c:44]1[c:45]([CH3:46])[cH:47][cH:48][cH:49][cH:50]1.[CH:39]1([NH2:42])[CH2:40][CH2:41]1.[Cl:1][c:2]1[n:3][cH:4][cH:5][cH:6][c:7]1[C:8](=[O:9])[NH:10][c:11]1[c:12]([Cl:18])[n:13][cH:14][cH:15][c:16]1[CH3:17].[Na+:36].[Na+:37].[Na+:38].[OH2:19].[OH2:20].[OH2:21].[OH2:22].[OH2:23].[OH2:24].[OH2:25].[OH2:26].[OH2:27].[OH2:28].[OH2:29].[OH2:30].[P:31]([O-:32])([O-:33])([O-:34])=[O:35]>>[c:2]1([NH:42][CH:39]2[CH2:40][CH2:41]2)[n:3][cH:4][cH:5][cH:6][c:7]1[C:8](=[O:9])[NH:10][c:11]1[c:12]([Cl:18])[n:13][cH:14][cH:15][c:16]1[CH3:17]. Reactants: ClCCl, CCOC(C)=O, CNCCO, O=C(Cl)OCc1ccccc1. Product: CN(CCO)C(=O)OCc1ccccc1. RXN SMILES: [CH2:23]([Cl:24])[Cl:25].[CH3:17][CH2:18][O:19][C:20](=[O:21])[CH3:22].[CH3:1][NH:2][CH2:3][CH2:4][OH:5].[Cl:6][C:7](=[O:8])[O:9][CH2:10][c:11]1[cH:12][cH:13][cH:14][cH:15][cH:16]1>>[CH3:1][N:2]([CH2:3][CH2:4][OH:5])[C:7](=[O:8])[O:9][CH2:10][c:11]1[cH:12][cH:13][cH:14][cH:15][cH:16]1.